This data is from the Open Reaction Database (ORD), a public repository of structured organic reaction records. The task is: describe an organic reaction: reactants, conditions, products, and yield Starting materials: NCCSCC1=C(N=CO1)C (5-[(2-Aminoethyl)thiomethyl]-4-methyloxazole), CN(CCN=C=S)C (2-dimethylaminoethyl isothiocyanate). Product: CN(CCNC(=S)NCCSCC1=C(N=CO1)C)C (N-(2-Dimethylaminoethyl)-N'-[2-((4-methyl-5-oxazolyl)methylthio)ethyl]thiourea). As a reaction SMILES: [NH2:1][CH2:2][CH2:3][S:4][CH2:5][C:6]1[O:10][CH:9]=[N:8][C:7]=1[CH3:11].[CH3:12][N:13]([CH3:19])[CH2:14][CH2:15][N:16]=[C:17]=[S:18]>>[CH3:12][N:13]([CH3:19])[CH2:14][CH2:15][NH:16][C:17]([NH:1][CH2:2][CH2:3][S:4][CH2:5][C:6]1[O:10][CH:9]=[N:8][C:7]=1[CH3:11])=[S:18]. Procedure: 5-[(2-Aminoethyl)thiomethyl]-4-methyloxazole is reacted with 2-dimethylaminoethyl isothiocyanate by the procedure of Example 1 to give the title compound.